This data is from the Open Reaction Database (ORD), a public repository of structured organic reaction records. The task is: describe an organic reaction: reactants, conditions, products, and yield Reactants: COC(CC[C@@H](CC1=CC=C(C=C1)OCC1=CC=CC=C1)NC(CCCCCCC1=CC=CC=C1)=O)=O ((S)-5-(4-Benzyloxy-phenyl)-4-(7-phenyl-heptanoylamino)-pentanoic acid methyl ester), [OH-].[Na+] (NaOH). Solvent: CO.C1CCOC1 (MeOH THF). Yields the product C(C1=CC=CC=C1)OC1=CC=C(C=C1)C[C@H](CCC(=O)O)NC(CCCCCCC1=CC=CC=C1)=O ((S)-5-(4-Benzyloxy-phenyl)-4-(7-phenyl-heptanoylamino)-pentanoic acid). Reaction SMILES: C[O:2][C:3](=[O:37])[CH2:4][CH2:5][C@H:6]([NH:22][C:23](=[O:36])[CH2:24][CH2:25][CH2:26][CH2:27][CH2:28][CH2:29][C:30]1[CH:35]=[CH:34][CH:33]=[CH:32][CH:31]=1)[CH2:7][C:8]1[CH:13]=[CH:12][C:11]([O:14][CH2:15][C:16]2[CH:21]=[CH:20][CH:19]=[CH:18][CH:17]=2)=[CH:10][CH:9]=1.[OH-].[Na+]>CO.C1COCC1>[CH2:15]([O:14][C:11]1[CH:12]=[CH:13][C:8]([CH2:7][C@@H:6]([NH:22][C:23](=[O:36])[CH2:24][CH2:25][CH2:26][CH2:27][CH2:28][CH2:29][C:30]2[CH:31]=[CH:32][CH:33]=[CH:34][CH:35]=2)[CH2:5][CH2:4][C:3]([OH:37])=[O:2])=[CH:9][CH:10]=1)[C:16]1[CH:17]=[CH:18][CH:19]=[CH:20][CH:21]=1 |f:1.2,3.4|. Reported procedure: (S)-5-(4-Benzyloxy-phenyl)-4-(7-phenyl-heptanoylamino)-pentanoic acid methyl ester (0.86 g, 1.7 mmol) and NaOH solution (4 M, 0.85 mL, 3.4 mmol) in MeOH-THF (1:1, 6 mL) was stirred at room temperature overnight. The solvent was removed, and the residue diluted with water. The solution was washed with Et2O, acidified with 5% aqueous HCl, and extracted with EtOAc. The organic phase was then washed with brine, dried Na2SO4) and the solvent removed under reduced pressure to afford (63), 0.81 g (98%)... Reactants: C([O-])([O-])=O.[K+].[K+] (potassium carbonate), OC=1C=C2C(CC(OC2=CC1)(C)C)=O (6-hydroxy-2,2-dimethylchroman-4-one), C(C1=CC=CC=C1)Br (benzyl bromide). Solvent: C(C)C(=O)CC (diethyl ketone). Run at time 2 hour. The product is C(C1=CC=CC=C1)OC=1C=C2C(CC(OC2=CC1)(C)C)=O (6-Benzyloxy-2,2-dimethylchroman-4-one). As a reaction SMILES: [OH:1][C:2]1[CH:3]=[C:4]2[C:9](=[CH:10][CH:11]=1)[O:8][C:7]([CH3:13])([CH3:12])[CH2:6][C:5]2=[O:14].C(=O)([O-])[O-].[K+].[K+].[CH2:21](Br)[C:22]1[CH:27]=[CH:26][CH:25]=[CH:24][CH:23]=1>C(C(CC)=O)C>[CH2:21]([O:1][C:2]1[CH:3]=[C:4]2[C:9](=[CH:10][CH:11]=1)[O:8][C:7]([CH3:12])([CH3:13])[CH2:6][C:5]2=[O:14])[C:22]1[CH:27]=[CH:26][CH:25]=[CH:24][CH:23]=1 |f:1.2.3|. Procedure: 25.2 g (131.2 mmol) of 6-hydroxy-2,2-dimethylchroman-4-one were introduced into 350 ml of diethyl ketone with stirring at RT and, after addition of 18.0 g (131 mmol) of powdered potassium carbonate, stirred at 75° C. for 30 min. After cooling to 60° C., 15.7 ml (131 mmol) of benzyl bromide were added dropwise, the mixture was concentrated in vac. after 2 h, the residue was treated with water and the solid was filtered off with suction, 37 g, m.p. 105-107° C.